Dataset: the Open Reaction Database (ORD), a public repository of structured organic reaction records. Task: describe an organic reaction: reactants, conditions, products, and yield Reactants: COCC(Oc1cc(CC2CS(=O)CC(NCc3cccc(C(C)(C)C)c3)C2O)cc(F)c1[N+](=O)[O-])C(F)(F)F, CCO. The product is COCC(Oc1cc(CC2CS(=O)CC(NCc3cccc(C(C)(C)C)c3)C2O)cc(F)c1N)C(F)(F)F. Reaction SMILES: [C:1]([CH3:2])([CH3:3])([CH3:4])[c:5]1[cH:6][c:7]([CH2:8][NH:9][CH:10]2[CH2:11][S:12](=[O:37])[CH2:13][CH:14]([CH2:17][c:18]3[cH:19][c:20]([F:36])[c:21]([N+:33]([O-:34])=[O:35])[c:22]([O:24][CH:25]([C:26]([F:27])([F:28])[F:29])[CH2:30][O:31][CH3:32])[cH:23]3)[CH:15]2[OH:16])[cH:38][cH:39][cH:40]1.[CH3:41][CH2:42][OH:43]>>[C:1]([CH3:2])([CH3:3])([CH3:4])[c:5]1[cH:6][c:7]([CH2:8][NH:9][CH:10]2[CH2:11][S:12](=[O:37])[CH2:13][CH:14]([CH2:17][c:18]3[cH:19][c:20]([F:36])[c:21]([NH2:33])[c:22]([O:24][CH:25]([C:26]([F:27])([F:28])[F:29])[CH2:30][O:31][CH3:32])[cH:23]3)[CH:15]2[OH:16])[cH:38][cH:39][cH:40]1.